This data is from the Open Reaction Database (ORD), a public repository of structured organic reaction records. The task is: describe an organic reaction: reactants, conditions, products, and yield The reactants are ( A ), 4-hydroxybenzoic acid, acetic anhydride, ( B ), OC1=CC=C(C=C1)C1=CC=C(C=C1)O (4,4′-dihydroxybiphenyl), C(CCCCCCCCCCC(=O)O)(=O)O (dodecanedioic acid), OC1=CC=C(C=C1)C1=CC=C(C=C1)O (4,4′-dihydroxybiphenyl), C(CCCCCCCCCCC(=O)O)(=O)O (dodecanedioic acid), 4-hydroxybenzoic acid, acetic anhydride, OC1=CC=C(C=C1)C1=CC=C(C=C1)O (4,4′-dihydroxybiphenyl). The product is OC1=CC=C(C(=O)O)C=C1 (4-hydroxybenzoic acid). Reaction SMILES: [OH:1]C1C=CC(C2C=CC(O)=CC=2)=CC=1.C(O)(=O)CCCC[CH2:20][CH2:21][CH2:22][CH2:23][CH2:24][CH2:25][C:26]([OH:28])=[O:27]>>[OH:1][C:22]1[CH:21]=[CH:20][C:25]([C:26]([OH:28])=[O:27])=[CH:24][CH:23]=1. Procedure details: Polymerization was carried out in the same way as Example 1, except that (A) preparing materials were changed to 4,4′-dihydroxybiphenyl, dodecanedioic acid, 4-hydroxybenzoic acid, acetic anhydride, and (B) a mixture of 4,4′-dihydroxybiphenyl, dodecanedioic acid, 4-hydroxybenzoic acid, acetic anhydride at a molar ratio of 1.05:1:2:4.1 in which 4,4′-dihydroxybiphenyl was excess by 5 mol % was prepared in a reactor vessel, thereby producing a thermoplastic resin in which 4-hydroxybenzoic acid was c... Isolated yield 87.7%. Reactants: CO (methanol), C(C1=CC=CC=C1)O[C@H]1C(C[C@@H]([C@H]([C@@H]1OCC1=CC=CC=C1)OCC1=CC=CC=C1)COCC1=CC=CC=C1)(C1=CC(=CC=C1)CC1=CC=C(C=C1)OC)OC(C)=O (acetic acid [2R,3S,4R,5R]-2,3,4-trisbenzyloxy-5-benzyloxymethyl-1-[3-(4-methoxybenzyl)phenyl]cyclohexyl ester). Reagents/catalysts: [OH-].[Pd+2].[OH-].[C] (palladium hydroxide carbon). Procedure details: To a methanol (0.2 mL)-THF (0.2 mL) solution of acetic acid [2R,3S,4R,5R]-2,3,4-trisbenzyloxy-5-benzyloxymethyl-1-[3-(4-methoxybenzyl)phenyl]cyclohexyl ester (4.2 mg), a 20% palladium hydroxide-carbon (3 mg) was added and the mixture solution was stirred under a hydrogen atmosphere for three hours. The reaction mixture was filtered and the filtrate was concentrated and the obtained residue was purified by preparative TLC [developing solution=dichloromethane:methanol (9:1)] to obtain the title co... Product: OC[C@@H]1[C@H]([C@@H]([C@H]([C@@H](C1)C1=CC(=CC=C1)CC1=CC=C(C=C1)OC)O)O)O ([1S,2R,3R,4R,6S]-4-Hydroxymethyl-6-[3-(4-methoxybenzyl)phenyl]cyclohexane-1,2,3-triol). As a reaction SMILES: CO.C([O:10][C@@H:11]1[C@@H:16]([O:17]CC2C=CC=CC=2)[C@H:15]([O:25]CC2C=CC=CC=2)[C@@H:14]([CH2:33][O:34]CC2C=CC=CC=2)[CH2:13][C:12]1(OC(=O)C)[C:42]1[CH:47]=[CH:46][CH:45]=[C:44]([CH2:48][C:49]2[CH:54]=[CH:53][C:52]([O:55][CH3:56])=[CH:51][CH:50]=2)[CH:43]=1)C1C=CC=CC=1>[OH-].[Pd+2].[OH-].[C].C1COCC1>[OH:34][CH2:33][C@H:14]1[CH2:13][C@@H:12]([C:42]2[CH:47]=[CH:46][CH:45]=[C:44]([CH2:48][C:49]3[CH:54]=[CH:53][C:52]([O:55][CH3:56])=[CH:51][CH:50]=3)[CH:43]=2)[C@H:11]([OH:10])[C@@H:16]([OH:17])[C@@H:15]1[OH:25] |f:2.3.4.5|. Run at time 3 hour. Solvent: C1CCOC1 (THF). Starting materials: C(C)C=1N(C(C=C(N1)C)=O)CCOC1=CC=C(CN(C(=O)N)O)C=C1 (N-[4-[2-[2-ethyl-4-methyl-6-oxo-1,6-dihydro-1-pyrimidinyl]ethoxy]benzyl]-N-hydroxyurea), [OH-].[Na+] (NaOH), 1h, ClC(=O)OCC (ethyl chloroformate). Run in O (water), O (water). The product is C(C)C=1N(C(C=C(N1)C)=O)CCOC1=CC=C(C=C1)CN1OC(NC1=O)=O (2-[4-[2-[2-Ethyl-4-methyl-6-oxo-1,6-dihydro-1-pyrimidinyl]ethoxy]phenyl methyl]-1,2,4-oxadiazolidine-3,5-dione). Isolated yield 76.0%. Reaction SMILES: [CH2:1]([C:3]1[N:4]([CH2:11][CH2:12][O:13][C:14]2[CH:25]=[CH:24][C:17]([CH2:18][N:19]([OH:23])[C:20]([NH2:22])=[O:21])=[CH:16][CH:15]=2)[C:5](=[O:10])[CH:6]=[C:7]([CH3:9])[N:8]=1)[CH3:2].[OH-].[Na+].Cl[C:29](OCC)=[O:30]>O>[CH2:1]([C:3]1[N:4]([CH2:11][CH2:12][O:13][C:14]2[CH:15]=[CH:16][C:17]([CH2:18][N:19]3[C:20](=[O:21])[NH:22][C:29](=[O:30])[O:23]3)=[CH:24][CH:25]=2)[C:5](=[O:10])[CH:6]=[C:7]([CH3:9])[N:8]=1)[CH3:2] |f:1.2|. Procedure: To a stirred solution of N-[4-[2-[2-ethyl-4-methyl-6-oxo-1,6-dihydro-1-pyrimidinyl]ethoxy]benzyl]-N-hydroxyurea (346 mg, 1.0 mmol) (obtained from preparation 19) in water (2 ml) was added 1N NaOH (3 ml) followed by ethyl chloroformate (191 μl, 217 mg, 2.0 mmol) and stirred for 1h at 30° C. The reaction mixture was diluted with water, acidified to pH 3.0 and extracted with EtOAc (3×10 ml). The combined organic layers were washed with brine, dried over anhydrous Na2SO4 and concentrated to yield th... Starting materials: O=C([O-])[O-], CC(C)(C)C(=O)OCCl, C#CCn1c(=O)[nH]c2nc(C#Cc3ccc(OC)c(OC)c3)n(C)c2c1=O, C#CCn1c(=O)c2c(nc(C#Cc3ccc(OC)c(OC)c3)n2C)n(C)c1=O, [K+], [K+], CN(C)C=O. Product: C#CCn1c(=O)c2c(nc(C#Cc3ccc(OC)c(OC)c3)n2C)n(COC(=O)C(C)(C)C)c1=O. As a reaction SMILES: [C:56](=[O:57])([O-:58])[O-:59].[C:62]([C:63]([CH3:64])([CH3:65])[CH3:66])(=[O:67])[O:68][CH2:69][Cl:70].[CH3:1][O:2][c:3]1[cH:4][c:5]([C:11]#[C:12][c:13]2[n:14][c:15]3[nH:16][c:17](=[O:27])[n:18]([CH2:24][C:25]#[CH:26])[c:19](=[O:23])[c:20]3[n:21]2[CH3:22])[cH:6][cH:7][c:8]1[O:9][CH3:10].[CH3:28][O:29][c:30]1[cH:31][c:32]([C:33]#[C:34][c:35]2[n:36]([CH3:37])[c:38]3[c:39](=[O:40])[n:41]([CH2:42][C:43]#[CH:44])[c:45](=[O:46])[n:47]([CH3:48])[c:49]3[n:50]2)[cH:51][cH:52][c:53]1[O:54][CH3:55].[K+:60].[K+:61].[O:71]=[CH:72][N:73]([CH3:74])[CH3:75]>>[CH3:1][O:2][c:3]1[cH:4][c:5]([C:11]#[C:12][c:13]2[n:14][c:15]3[n:16]([CH2:69][O:68][C:62]([C:63]([CH3:64])([CH3:65])[CH3:66])=[O:67])[c:17](=[O:27])[n:18]([CH2:24][C:25]#[CH:26])[c:19](=[O:23])[c:20]3[n:21]2[CH3:22])[cH:6][cH:7][c:8]1[O:9][CH3:10]. The reactants are c1(S(=O)(=O)[O-])ccc(cc1)C.c1(c(ccc[n+]1C)C)F, C1[C@H]([C@H]2[C@@H]([C@@]1(COC(=O)C)O)OC(O2)(C)C)N1C(c2c(C1=O)cccc2)=O. Reagents/catalysts: c1ccc(cc1)-c2c3ccccc3cc4ccccc24 (9-Phenylanthracene). Run in C1CCOC1 (THF). Conditions: temperature 25 celsius, time 18 hour. Yields the product CC(=O)OC[C@@]1(F)C[C@H]([C@@H]2OC(C)(C)O[C@H]12)N3C(=O)c4ccccc4C3=O. RXN SMILES: [CH3:1][C:2]([O:4][CH2:5][C@:6]1([C@H:15]([C@@H:9]2[C@H:8]([N:16]3[C:25](=[O:26])[c:24]([c:19]4[C:17]3=[O:18])[cH:23][cH:22][cH:21][cH:20]4)[CH2:7]1)[O:14][C:11]([CH3:13])([CH3:12])[O:10]2)O)=[O:3].Cc1ccc(S([O-])(=O)=O)cc1.Cc2c([F:27])[n+](C)ccc2>>[CH3:1][C:2]([O:4][CH2:5][C@@:6]1([C@H:15]([C@@H:9]2[C@H:8]([N:16]3[C:25](=[O:26])[c:24]([c:19]4[C:17]3=[O:18])[cH:23][cH:22][cH:21][cH:20]4)[CH2:7]1)[O:14][C:11]([CH3:13])([CH3:12])[O:10]2)[F:27])=[O:3]. Reactants: CC(C)(C)[O-], CNS(=O)(=O)c1ccc(C)cc1, CC(=O)Nc1nc2ccc(-c3ccnc(Cl)c3)cc2s1, [Na+], CC(=O)[O-], CC(=O)[O-], CN(C)C=O, [Pd+2]. Product: CC(=O)Nc1nc2ccc(-c3ccnc(N(C)S(=O)(=O)c4ccc(C)cc4)c3)cc2s1. Reaction SMILES: [CH3:13][C:14]([CH3:15])([O-:16])[CH3:17].[CH3:1][NH:2][S:3](=[O:4])(=[O:5])[c:6]1[cH:7][cH:8][c:9]([CH3:12])[cH:10][cH:11]1.[Cl:19][c:20]1[n:21][cH:22][cH:23][c:24](-[c:26]2[cH:27][c:28]3[c:29]([n:30][c:31]([NH:33][C:34]([CH3:35])=[O:36])[s:32]3)[cH:37][cH:38]2)[cH:25]1.[Na+:18].[O-:45][C:46]([CH3:47])=[O:48].[O-:49][C:50]([CH3:51])=[O:52].[O:39]=[CH:40][N:41]([CH3:42])[CH3:43].[Pd+2:44]>>[CH3:1][N:2]([S:3](=[O:4])(=[O:5])[c:6]1[cH:7][cH:8][c:9]([CH3:12])[cH:10][cH:11]1)[c:20]1[n:21][cH:22][cH:23][c:24](-[c:26]2[cH:27][c:28]3[c:29]([n:30][c:31]([NH:33][C:34]([CH3:35])=[O:36])[s:32]3)[cH:37][cH:38]2)[cH:25]1.